This data is from the Open Reaction Database (ORD), a public repository of structured organic reaction records. The task is: describe an organic reaction: reactants, conditions, products, and yield Reactants: ClC1=C(C=CC(=C1)Cl)C#C (2,4-dichlorophenylacetylene), ClC1=C(CS)C=CC(=C1)C (2-chloro-4-methylbenzyl mercaptan), [Na] (sodium). Yields the product ClC1=C(\C=C/C(C2=C(C=C(C=C2)C)Cl)SC(C2=C(C=C(C=C2)C)Cl)\C=C/C2=C(C=C(C=C2)Cl)Cl)C=CC(=C1)Cl ((Z)-2,4-dichlorostyryl-2-chloro-4-methylbenzylsulfide). As a reaction SMILES: [Cl:1][C:2]1[CH:7]=[C:6]([Cl:8])[CH:5]=[CH:4][C:3]=1[C:9]#[CH:10].[Cl:11][C:12]1[CH:19]=[C:18]([CH3:20])[CH:17]=[CH:16][C:13]=1[CH2:14][SH:15].[Na]>>[Cl:1][C:2]1[CH:7]=[C:6]([Cl:8])[CH:5]=[CH:4][C:3]=1/[CH:9]=[CH:10]\[CH:14]([S:15][CH:14](/[CH:10]=[CH:9]\[C:3]1[CH:4]=[CH:5][C:6]([Cl:8])=[CH:7][C:2]=1[Cl:1])[C:13]1[CH:16]=[CH:17][C:18]([CH3:20])=[CH:19][C:12]=1[Cl:11])[C:13]1[CH:16]=[CH:17][C:18]([CH3:20])=[CH:19][C:12]=1[Cl:11] |^1:20|. Procedure: A solution of 2,4-dichlorophenylacetylene (0.02 mol), 2-chloro-4-methylbenzyl mercaptan (0.02 mol) and metallic sodium (0.02 g atom) is subjected to the General Procedure to form (Z)-2,4-dichlorostyryl-2-chloro-4-methylbenzylsulfide. The title compound is obtained following oxidation of the sulfide, according to the General Procedure. The reactants are C1CCOC1, C[Si](C)(C)[N-][Si](C)(C)C, Cc1c(Cl)c(S(C)=O)nc2sc(C(=O)NC3CC3)c(N)c12, [Li+], OCc1ccccc1. The product is Cc1c(Cl)c(OCc2ccccc2)nc2sc(C(=O)NC3CC3)c(N)c12. Reaction SMILES: [CH2:40]1[O:41][CH2:42][CH2:43][CH2:44]1.[CH3:9][Si:10]([N-:11][Si:12]([CH3:13])([CH3:14])[CH3:15])([CH3:16])[CH3:17].[CH:19]1([NH:22][C:23](=[O:24])[c:25]2[c:26]([NH2:39])[c:27]3[c:28]([n:29][c:30]([S:35]([CH3:36])=[O:37])[c:31]([Cl:34])[c:32]3[CH3:33])[s:38]2)[CH2:20][CH2:21]1.[Li+:18].[OH:1][CH2:2][c:3]1[cH:4][cH:5][cH:6][cH:7][cH:8]1>>[O:1]([CH2:2][c:3]1[cH:4][cH:5][cH:6][cH:7][cH:8]1)[c:30]1[n:29][c:28]2[c:27]([c:26]([NH2:39])[c:25]([C:23]([NH:22][CH:19]3[CH2:20][CH2:21]3)=[O:24])[s:38]2)[c:32]([CH3:33])[c:31]1[Cl:34]. Reactants: BrC=1C=CC(=NC1)NC(OCC)=O (ethyl 5-bromo-pyridin-2-yl-carbamate), COCC1OC(OC1)=O (4-methoxymethyl-1,3-dioxolan-2-one), C([O-])([O-])=O.[K+].[K+] (potassium carbonate), C1CCCC2CCCCC12 (decahydronaphthalene). The solvent is O (water), C(C)(=O)OCC (ethyl acetate). Reaction conditions: temperature 160 celsius. Yields the product BrC=1C=CC(=NC1)N1C(OC(C1C)OC)=O ((RS)-3-(5-bromo-pyridin-2-yl)-5-methoxy-methyl-oxazolidin-2-one). The yield is 308.1%. As a reaction SMILES: [Br:1][C:2]1[CH:3]=[CH:4][C:5]([NH:8][C:9](=[O:13])[O:10][CH2:11][CH3:12])=[N:6][CH:7]=1.[CH3:14][O:15]CC1COC(=O)O1.[C:23](=O)([O-])[O-].[K+].[K+].C1C2C(CCCC2)CCC1>O.C(OCC)(=O)C>[Br:1][C:2]1[CH:3]=[CH:4][C:5]([N:8]2[CH:12]([CH3:23])[CH:11]([O:15][CH3:14])[O:10][C:9]2=[O:13])=[N:6][CH:7]=1 |f:2.3.4|. Reported procedure: A mixture of 9.3 g of ethyl 5-bromo-pyridin-2-yl-carbamate, 7.5 g of 4-methoxymethyl-1,3-dioxolan-2-one, 1.0 g of potassium carbonate and 10 ml of decahydronaphthalene was heated to 160° C. for 6 h. The mixture was cooled and treated with ethyl acetate and water. The phases were separated, the aqueous phase was extracted with ethyl acetate and the organic phase was washed with saturated sodium chloride solution. The organic phases were combined and dried with magnesium sulfate and then concentra... Reactants: C(C)(=O)Cl (Acetyl chloride), N1=CC=CC=C1 (pyridine), CN(C)C1=C(C=CC(=C1)C(=O)N(C1=CC=C2CCCNC2=C1)C)C1=CC=CC=C1 ((N,N-dimethylamino)methyl[-1,2,3,4-tetrahydro-7-quinolinyl]-4-biphenylylcarboxamide), C([O-])([O-])=O.[K+].[K+] (potassium carbonate). Solvent: C(C)(=O)OCC (ethyl acetate). Reaction conditions: time 15 minute. Yields the product C(C)(=O)N1CC(CC2=CC=C(C=C12)NC(=O)C1=CC=C(C=C1)C1=CC=CC=C1)CN(C)C (N-[1-Acetyl-3-[(N,N-dimethylamino)methyl]-1,2,3,4-tetrahydo-7-quinolyl]-4-biphenylylcarboxamide). Reaction SMILES: [C:1](Cl)(=[O:3])[CH3:2].[N:5]1[CH:10]=CC=C[CH:6]=1.CN([C:14]1[CH:19]=[C:18]([C:20]([N:22](C)[C:23]2[CH:32]=[C:31]3[C:26]([CH2:27][CH2:28][CH2:29][NH:30]3)=[CH:25][CH:24]=2)=[O:21])[CH:17]=[CH:16][C:15]=1[C:34]1[CH:39]=[CH:38][CH:37]=[CH:36][CH:35]=1)C.[C:40](=O)([O-])[O-].[K+].[K+]>C(OCC)(=O)C>[C:1]([N:30]1[C:31]2[C:26](=[CH:25][CH:24]=[C:23]([NH:22][C:20]([C:18]3[CH:17]=[CH:16][C:15]([C:34]4[CH:39]=[CH:38][CH:37]=[CH:36][CH:35]=4)=[CH:14][CH:19]=3)=[O:21])[CH:32]=2)[CH2:27][CH:28]([CH2:6][N:5]([CH3:10])[CH3:40])[CH2:29]1)(=[O:3])[CH3:2] |f:3.4.5|. Procedure: Acetyl chloride(0.02 ml) was added to pyridine solution (1 ml) of N-[3-[(N,N-dimethylamino)methyl[-1,2,3,4-tetrahydro-7-quinolinyl]-4-biphenylylcarboxamide (80 mg) under ice-cooling, which was stirred for 15 minutes, and then stirred at room temperature for 15 minutes. 10% aqueous potassium carbonate solution was added to the reaction mixture, and extraction was conducted using ethyl acetate. The organic layer was washed with water and saturated aqueous sodium chloride solution, dried, and then ... Reactants: COc1cc2[nH]cc(C=O)c2cc1OCc1ccccc1, CO, CCOC(C)=O, [H][H]. The product is COc1cc2[nH]cc(C=O)c2cc1O. As a reaction SMILES: [CH2:1]([c:2]1[cH:3][cH:4][cH:5][cH:6][cH:7]1)[O:8][c:9]1[cH:10][c:11]2[c:12]([CH:20]=[O:21])[cH:13][nH:14][c:15]2[cH:16][c:17]1[O:18][CH3:19].[CH3:22][OH:23].[CH3:26][CH2:27][O:28][C:29](=[O:30])[CH3:31].[H:24][H:25]>>[OH:8][c:9]1[cH:10][c:11]2[c:12]([CH:20]=[O:21])[cH:13][nH:14][c:15]2[cH:16][c:17]1[O:18][CH3:19]. Starting materials: C(C1=CC=CC=C1)SC=1C=CC(=C(C1)/C=C/C(=O)OCC)NC1=C(C=C(C(=C1)Cl)Br)OC ((E)-ethyl 3-(5-(benzylthio)-2-((4-bromo-5-chloro-2-methoxyphenyl)amino)phenyl)acrylate), C[O-].[Na+] (Sodium methoxide). Solvent: CO (MeOH). Run at temperature 70 celsius, time 18 hour. Product: C(C1=CC=CC=C1)SC=1C=C2C=CC(N(C2=CC1)C1=C(C=C(C(=C1)Cl)Br)OC)=O (6-(benzylthio)-1-(4-bromo-5-chloro-2-methoxyphenyl)quinolin-2(1H)-one). Isolated yield 75.2%. RXN SMILES: [CH2:1]([S:8][C:9]1[CH:10]=[CH:11][C:12]([NH:22][C:23]2[CH:28]=[C:27]([Cl:29])[C:26]([Br:30])=[CH:25][C:24]=2[O:31][CH3:32])=[C:13](/[CH:15]=[CH:16]/[C:17](OCC)=[O:18])[CH:14]=1)[C:2]1[CH:7]=[CH:6][CH:5]=[CH:4][CH:3]=1.C[O-].[Na+]>CO>[CH2:1]([S:8][C:9]1[CH:14]=[C:13]2[C:12](=[CH:11][CH:10]=1)[N:22]([C:23]1[CH:28]=[C:27]([Cl:29])[C:26]([Br:30])=[CH:25][C:24]=1[O:31][CH3:32])[C:17](=[O:18])[CH:16]=[CH:15]2)[C:2]1[CH:3]=[CH:4][CH:5]=[CH:6][CH:7]=1 |f:1.2|. Reported procedure: A flask was charged with (E)-ethyl 3-(5-(benzylthio)-2-((4-bromo-5-chloro-2-methoxyphenyl)amino)phenyl)acrylate (73.2 g, 137 mmol) and MeOH (687 ml) to give a yellow suspension. Sodium methoxide (25 wt % in MeOH) (15.01 ml, 54.9 mmol) was added and a reflux condenser was attached. The flask was lowered into a 70° C. heating bath and stirred at 70° C. for 18 h. The mixture was cooled to rt and poured through a 3 inch silica plug to remove black particulates. The product that was crashed out on th...